Dataset: the Open Reaction Database (ORD), a public repository of structured organic reaction records. Task: describe an organic reaction: reactants, conditions, products, and yield Starting materials: CS(=O)(=O)OC1CN(C(=O)OCc2ccc([N+](=O)[O-])cc2)C1, CN(C)C=O, [N-]=[N+]=[N-], [Na+]. Product: [N-]=[N+]=NC1CN(C(=O)OCc2ccc([N+](=O)[O-])cc2)C1. RXN SMILES: [CH3:1][S:2]([O:3][CH:6]1[CH2:7][N:8]([C:10](=[O:11])[O:12][CH2:13][c:14]2[cH:15][cH:16][c:17]([N+:20](=[O:21])[O-:22])[cH:18][cH:19]2)[CH2:9]1)(=[O:4])=[O:5].[CH3:27][N:28]([CH3:29])[CH:30]=[O:31].[N-:24]=[N+:25]=[N-:26].[Na+:23]>>[CH:6]1([N:24]=[N+:25]=[N-:26])[CH2:7][N:8]([C:10](=[O:11])[O:12][CH2:13][c:14]2[cH:15][cH:16][c:17]([N+:20](=[O:21])[O-:22])[cH:18][cH:19]2)[CH2:9]1. Starting materials: N1(CCCCC1)S(=O)(=O)C=1C=C(C(=O)O)C=CC1 (3-(piperidin-1-ylsulfonyl)benzoic acid), COC1=NC=CC=C1N (2-methoxypyridine-3-amine). The product is COC1=NC=CC=C1NC(C1=CC(=CC=C1)S(=O)(=O)N1CCCCC1)=O (N-(2-methoxypyridin-3-yl)-3-(piperidin-1-ylsulfonyl)benzamide). Reaction SMILES: [N:1]1([S:7]([C:10]2[CH:11]=[C:12]([CH:16]=[CH:17][CH:18]=2)[C:13]([OH:15])=O)(=[O:9])=[O:8])[CH2:6][CH2:5][CH2:4][CH2:3][CH2:2]1.[CH3:19][O:20][C:21]1[C:26]([NH2:27])=[CH:25][CH:24]=[CH:23][N:22]=1>>[CH3:19][O:20][C:21]1[C:26]([NH:27][C:13](=[O:15])[C:12]2[CH:16]=[CH:17][CH:18]=[C:10]([S:7]([N:1]3[CH2:2][CH2:3][CH2:4][CH2:5][CH2:6]3)(=[O:8])=[O:9])[CH:11]=2)=[CH:25][CH:24]=[CH:23][N:22]=1. Procedure details: The entitled compound was produced according to the method of Example 92 but using 3-(piperidin-1-ylsulfonyl)benzoic acid and 2-methoxypyridine-3-amine as the starting materials. The reactants are C1OC2=CC=C(C(=C2O1)C=1C(=CC=C2C1OCO2)C(=O)N)C(=O)N (5,6-Methylenedioxy-5',6'-methylenedioxy-2,2'-biphenyldicarboxamide), ice water. Solvent: P(=O)(Cl)(Cl)Cl (phosphorus oxychloride). Yields the product C1OC2=CC=C(C(=C2O1)C=1C(=CC=C2C1OCO2)C#N)C#N (5,6-methylenedioxy-5',6'-methylenedioxy-2,2'-biphenyldicarbonitrile). The yield is 91.3%. Reaction SMILES: [CH2:1]1[O:9][C:8]2[C:3](=[CH:4][CH:5]=[C:6]([C:22]([NH2:24])=O)[C:7]=2[C:10]2[C:11]([C:19]([NH2:21])=O)=[CH:12][CH:13]=[C:14]3[O:18][CH2:17][O:16][C:15]=23)[O:2]1>P(Cl)(Cl)(Cl)=O>[CH2:1]1[O:9][C:8]2[C:3](=[CH:4][CH:5]=[C:6]([C:22]#[N:24])[C:7]=2[C:10]2[C:11]([C:19]#[N:21])=[CH:12][CH:13]=[C:14]3[O:18][CH2:17][O:16][C:15]=23)[O:2]1. Procedure details: 5,6-Methylenedioxy-5',6'-methylenedioxy-2,2'-biphenyldicarboxamide (8 g) is refluxed in phosphorus oxychloride (70 ml) for 4 hours. The reaction mixture is cooled and then poured into ice water. The precipitated crystals are separated by filtration and dissolved in chloroform. The solution is washed with water, dried and distilled to remove the solvent to give 5,6-methylenedioxy-5',6'-methylenedioxy-2,2'-biphenyldicarbonitrile (6.5 g) as colorless crystal. M.p. 213°-215° C. The reactants are Compound 1, N1=CC=CC=C1 (pyridine), CC(=O)NC1=NN=C(S1)S(=O)(=O)N (Acetazolamide), C(C)(=O)OC=1C(C(=O)Cl)=CC=CC1 (acetylsalicyloyl chloride), [OH-].[Na+] (sodium hydroxide). Solvent: C(C)#N (acetonitrile), Cl (hydrochloric acid). Reaction conditions: time 0.5 hour. The product is NS(=O)(=O)C1=NN=C(S1)NC(C1=C(C=CC=C1)O)=O (N-[5-(Aminosulfonyl)-1,3,4-thiadiazol-2-yl]-2-hydroxybenzamide). Reaction SMILES: [CH3:1][C:2]([NH:4][C:5]1[S:9][C:8]([S:10]([NH2:13])(=[O:12])=[O:11])=[N:7][N:6]=1)=[O:3].[OH-].[Na+].N1C=CC=CC=1.C([O:25][C:26]1C(=[CH:31][CH:32]=[CH:33][CH:34]=1)C(Cl)=O)(=O)C>Cl.C(#N)C>[NH2:13][S:10]([C:8]1[S:9][C:5]([NH:4][C:2](=[O:3])[C:1]2[CH:31]=[CH:32][CH:33]=[CH:34][C:26]=2[OH:25])=[N:6][N:7]=1)(=[O:12])=[O:11] |f:1.2|. Procedure: Acetazolamide (50 g) was stirred and heated at reflux in 500 ml 3N hydrochloric acid for half an hour. The cooled solution was made basic with 50% sodium hydroxide. The precipitated white solid 5-amino-1,3,4-thiadiazole-2-sulfonamide was collected (Compound 1, 28 g). It was dried further at 70° C. in a vacuum oven overnight. To a mixture of Compound 1 (4.5 g, 0.025 mole) and pyridine (2.42 ml, 0.03 mole) in 70 ml acetonitrile was added acetylsalicyloyl chloride (98%, 5 g, 0.025 mole). The reacti... The product is ClC=1C(=NC(=C(C#N)C1)NC(C)C1=NC=C(C=N1)F)NC1=NNC(=C1)C (5-Chloro-2-{[1-(5-fluoropyrimidin-2-yl)ethyl]amino}-6-[(5-methyl-1H-pyrazol-3-yl)amino]nicotinonitrile). RXN SMILES: C1(C2NN=C(N[C:10]3[N:15]=[C:14]([NH:16][C@H:17](C4C=CC(F)=CC=4)C)[C:13]([CH2:26]NC(=O)CN4CCOCC4)=C[C:11]=3[F:37])C=2)CC1.Cl[C:39]1[N:46]=[C:45]([NH:47][C:48]2[CH:52]=[C:51]([CH3:53])[NH:50][N:49]=2)[C:44]([Cl:54])=[CH:43][C:40]=1[C:41]#[N:42].CC[N:57](C(C)C)C(C)C>CCCCO>[Cl:54][C:44]1[C:45]([NH:47][C:48]2[CH:52]=[C:51]([CH3:53])[NH:50][N:49]=2)=[N:46][C:39]([NH:57][CH:13]([C:14]2[N:15]=[CH:10][C:11]([F:37])=[CH:17][N:16]=2)[CH3:26])=[C:40]([CH:43]=1)[C:41]#[N:42]. The solvent is CCCCO (n-BuOH). The yield is 18.2%. Starting materials: C1(CC1)C1=CC(=NN1)NC1=C(C=C(C(=N1)N[C@@H](C)C1=CC=C(C=C1)F)CNC(CN1CCOCC1)=O)F ((S)—N-((6-(5-Cyclopropyl-1H-pyrazol-3-ylamino)-5-fluoro-2-(1-(4-fluorophenyl)ethylamino)pyridin-3-yl)methyl)-2-morpholinoacetamide), ClC1=C(C#N)C=C(C(=N1)NC1=NNC(=C1)C)Cl (2,5-dichloro-6-[(5-methyl-1H-pyrazol-3-yl)amino]nicotinonitrile), CCN(C(C)C)C(C)C (DIEA). Conditions: temperature 160 celsius. Reported procedure: A mixture of 1-(5-fluoropyrimidin-2-yl)ethanamine (Method 72, 0.05 g, 0.35 mmol), 2,5-dichloro-6-[(5-methyl-1H-pyrazol-3-yl)amino]nicotinonitrile (Method 60, 0.06 g, 0.25 mmol), and DIEA (0.12 ml, 0.7 mmol) in n-BuOH (10 ml) was charged into a microwave reaction vessel. The vessel was sealed and heated in microwave reactor at 160° C. for 6 hours. The solvent was removed under reduced pressure and the residue was purified by silica gel chromatography (DCM-EtOAc=1:1) to give the title compound as ...